From a dataset of the Open Reaction Database (ORD), a public repository of structured organic reaction records. describe an organic reaction: reactants, conditions, products, and yield Reactants: N1=CC=CC=2OCCC3=C(C21)SC(=C3)C=3C=CC(=NC3)C#N (5-(6,7-dihydropyrido[3,2-b]thieno[2,3-d]oxepin-9-yl)pyridin-2-nitrile). Reagents/catalysts: [Pd] (palladium on charcoal). Solvent: C(C)(=O)O (acetic acid), O1CCCC1 (tetrahydrofuran). Yields the product N1=CC=CC=2OCCC3=C(C21)SC(=C3)C=3C=CC(=NC3)CN (5-(6,7-dihydropyrido[3,2-b]thieno[2,3-d]oxepin-9-yl)pyridin-2-methylamine). RXN SMILES: [N:1]1[C:11]2[C:10]3[S:12][C:13]([C:15]4[CH:16]=[CH:17][C:18]([C:21]#[N:22])=[N:19][CH:20]=4)=[CH:14][C:9]=3[CH2:8][CH2:7][O:6][C:5]=2[CH:4]=[CH:3][CH:2]=1>C(O)(=O)C.O1CCCC1.[Pd]>[N:1]1[C:11]2[C:10]3[S:12][C:13]([C:15]4[CH:16]=[CH:17][C:18]([CH2:21][NH2:22])=[N:19][CH:20]=4)=[CH:14][C:9]=3[CH2:8][CH2:7][O:6][C:5]=2[CH:4]=[CH:3][CH:2]=1. Reported procedure: A solution of 25 mg (0.082 mmol) of 5-(6,7-dihydropyrido[3,2-b]thieno[2,3-d]oxepin-9-yl)pyridin-2-nitrile in 3 ml of acetic acid and 3 ml of tetrahydrofuran was subjected to hydrogenation over 40 mg of 5% palladium on charcoal for 4 hours. The catalyst was filtered off, the mother liquor was concentrated in vacuum. The residue was triturated with ethyl ether afforded a precipitate which was collected and dried in vacuum to give 319. Yield 24 mg (79%). MS: (ESI+) 310.0. 1H NMR (400 MHz, DMSO) δ 8...